Dataset: the Open Reaction Database (ORD), a public repository of structured organic reaction records. Task: describe an organic reaction: reactants, conditions, products, and yield Starting materials: C(C1=CC=CC=C1)O (benzyl alcohol), C[C@H]1[C@@H](C1)C(=O)N=[N+]=[N-] ((1R,2R)-2-methylcyclopropanecarbonyl azide), C1(=CC=CC=C1)C (toluene). Reagents/catalysts: [Cu]Cl (copper(I) chloride). Solvent: CN(C)C=O (DMF), CCOCC (Et2O). Yields the product C[C@H]1[C@@H](C1)NC(OCC1=CC=CC=C1)=O (benzyl ((1R,2R)-2-methylcyclopropyl)-carbamate). The yield is 57.0%. As a reaction SMILES: C[C@@H]1C[C@H]1[C:5]([N:7]=[N+]=[N-])=[O:6].[CH2:10]([OH:17])[C:11]1[CH:16]=[CH:15][CH:14]=[CH:13][CH:12]=1.[C:18]1([CH3:24])[CH:23]=[CH:22]C=CC=1>CN(C=O)C.CCOCC.[Cu]Cl>[CH3:24][C@@H:18]1[CH2:23][C@H:22]1[NH:7][C:5](=[O:6])[O:17][CH2:10][C:11]1[CH:16]=[CH:15][CH:14]=[CH:13][CH:12]=1. Procedure details: A solution of (1R,2R)-2-methylcyclopropanecarbonyl azide (1.80 g, 14.4 mmol) in toluene (100 mL) was heated to 90° C. for 1 h. After gas evolution had subsided, the solution was cannulated into a flask containing a slurry of benzyl alcohol (4.5 mL, 43.2 mmol) and copper(I) chloride (750 mg, 7.5 mmol) in DMF (100 mL). The reaction was maintained at room temperature for 1 h, then diluted with Et2O (200 mL) then washed with brine, dried over MgSO4 and concentrated. The crude product was purified by... Reactants: FC(C=1C=CC(=C(C1)B(O)O)OCC1=C(C=C(C=C1)F)F)(F)F ([5-trifluoromethyl-2-(2,4-diflurobenzyloxy)phenyl]boronic acid), C(C)OC(=O)C1=CC(=NC=C1)C1=C(CCC1)Br (2-(bromocyclopent-1-enyl)pyridine-4-carboxylic acid ethyl ester). Yields the product C(C)OC(=O)C1=CC(=NC=C1)C1=C(CCC1)C1=C(C=CC(=C1)C(F)(F)F)OCC1=C(C=C(C=C1)F)F (2{2-[5-Trifluoromethyl-2-(2,4-difluorobenzyloxy)phenyl]cyclopent-1-enyl}-pyridine-4-carboxylic acid ethyl ester). Reaction SMILES: [F:1][C:2]([F:23])([F:22])[C:3]1[CH:4]=[CH:5][C:6]([O:12][CH2:13][C:14]2[CH:19]=[CH:18][C:17]([F:20])=[CH:16][C:15]=2[F:21])=[C:7](B(O)O)[CH:8]=1.[CH2:24]([O:26][C:27]([C:29]1[CH:34]=[CH:33][N:32]=[C:31]([C:35]2[CH2:39][CH2:38][CH2:37][C:36]=2Br)[CH:30]=1)=[O:28])[CH3:25]>>[CH2:24]([O:26][C:27]([C:29]1[CH:34]=[CH:33][N:32]=[C:31]([C:35]2[CH2:39][CH2:38][CH2:37][C:36]=2[C:7]2[CH:8]=[C:3]([C:2]([F:23])([F:22])[F:1])[CH:4]=[CH:5][C:6]=2[O:12][CH2:13][C:14]2[CH:19]=[CH:18][C:17]([F:20])=[CH:16][C:15]=2[F:21])[CH:30]=1)=[O:28])[CH3:25]. Reported procedure: Prepared by general procedure B(iii) but using [5-trifluoromethyl-2-(2,4-diflurobenzyloxy)phenyl]boronic acid instead of (5-chloro-2-benzyloxyphenyl)-boronic acid and 2-(bromocyclopent-1-enyl)pyridine-4-carboxylic acid ethyl ester instead of 3-(2-bromo-cyclopent-1-enyl)-6-methyl benzoic acid ethyl ester Yields the product COc1ccccc1N1CCN(Cc2oc(-c3ccccc3)nc2Cc2ccccc2)CC1. Starting materials: O=C([O-])[O-], ClCc1oc(-c2ccccc2)nc1Cc1ccccc1, COc1ccccc1N1CCNCC1, CC(C)=O, [I-], [K+], [K+], [K+]. Reaction SMILES: [C:15](=[O:16])([O-:17])[O-:18].[CH2:23]([c:24]1[cH:25][cH:26][cH:27][cH:28][cH:29]1)[c:30]1[n:31][c:32](-[c:37]2[cH:38][cH:39][cH:40][cH:41][cH:42]2)[o:33][c:34]1[CH2:35][Cl:36].[CH3:1][O:2][c:3]1[c:4]([N:9]2[CH2:10][CH2:11][NH:12][CH2:13][CH2:14]2)[cH:5][cH:6][cH:7][cH:8]1.[CH3:43][C:44](=[O:45])[CH3:46].[I-:22].[K+:19].[K+:20].[K+:21]>>[CH3:1][O:2][c:3]1[c:4]([N:9]2[CH2:10][CH2:11][N:12]([CH2:35][c:34]3[c:30]([CH2:23][c:24]4[cH:25][cH:26][cH:27][cH:28][cH:29]4)[n:31][c:32](-[c:37]4[cH:38][cH:39][cH:40][cH:41][cH:42]4)[o:33]3)[CH2:13][CH2:14]2)[cH:5][cH:6][cH:7][cH:8]1. Reactants: BrC1=C(C=O)C=C(C=C1)C(F)(F)F (2-bromo-5-trifluoromethylbenzaldehyde), BrC1=C(C=C(C=C1)F)COCOC (2-Bromo-5-fluoro-[1-(methoxymethoxy)methyl]benzene). The product is BrC1=C(C=C(C=C1)C(F)(F)F)COCOC (2-Bromo-5-trifluoromethyl-1-(methoxymethoxymethyl)benzene). Reaction SMILES: [Br:1][C:2]1[CH:9]=[CH:8][C:7]([C:10]([F:13])([F:12])[F:11])=[CH:6][C:3]=1[CH:4]=[O:5].BrC1C=CC(F)=CC=1[CH2:22][O:23][CH2:24]OC>>[Br:1][C:2]1[CH:9]=[CH:8][C:7]([C:10]([F:11])([F:12])[F:13])=[CH:6][C:3]=1[CH2:4][O:5][CH2:22][O:23][CH3:24]. Procedure: This compound was made from 2-bromo-5-trifluoromethylbenzaldehyde in the same manner as compound 5b and used for the next step without purification. The reactants are BrCCOC1=C(C=C(C#N)C=C1)F (4-(2-Bromoethoxy)-3-fluorobenzonitrile), C(C)(C)(C)OC(=O)N1CC2CNCC(C1)O2 (9-oxa-3,7-diazabicyclo[3.3.1]nonane-3-carboxylic acid tert-butyl ester), C(=O)([O-])[O-].[K+].[K+] (K2CO3). Run in C(C)#N (acetonitrile). Reaction conditions: temperature 60 celsius, time 5 day. Product: C(C)(C)(C)OC(=O)N1C(C2CNCC(C1)O2)CCOC2=C(C=C(C=C2)C#N)F (2-(4-Cyano-2-fluorophenoxyethyl]-9-oxa-3,7-diazabicyclo[3.3.1]nonane-3-carboxylic acid tert-butyl ester). Isolated yield 65.8%. Reaction SMILES: Br[CH2:2][CH2:3][O:4][C:5]1[CH:12]=[CH:11][C:8]([C:9]#[N:10])=[CH:7][C:6]=1[F:13].[C:14]([O:18][C:19]([N:21]1[CH2:28][CH:27]2[O:29][CH:23]([CH2:24][NH:25][CH2:26]2)[CH2:22]1)=[O:20])([CH3:17])([CH3:16])[CH3:15].C([O-])([O-])=O.[K+].[K+]>C(#N)C>[C:14]([O:18][C:19]([N:21]1[CH2:22][CH:23]2[O:29][CH:27]([CH2:26][NH:25][CH2:24]2)[CH:28]1[CH2:2][CH2:3][O:4][C:5]1[CH:12]=[CH:11][C:8]([C:9]#[N:10])=[CH:7][C:6]=1[F:13])=[O:20])([CH3:17])([CH3:15])[CH3:16] |f:2.3.4|. Procedure details: A suspension of 4-(2-bromoethoxy)-3-fluorobenzonitrile (21.6 g, 0.0885 mol; see step (v) above), 9-oxa-3,7-diazabicyclo[3.3.1]nonane-3-carboxylic acid tert-butyl ester (21.1 g, 0.07965 mol; see WO 01/28992) and dry K2CO3 (48.9 g, 0.354 mol) in 200 mL of dry acetonitrile was stirred at 60° C. for five days under a nitrogen atmosphere. The reaction mixture was filtered through Celite® and the filtrate was concentrated under reduced pressure. The residue was purified by column chromatography over s... The reactants are ClC1=CC(=NC=N1)C(=O)Cl (6-chloropyrimidine-4-carbonyl chloride), Intermediate 7, NC=1C(=CC=CC1)C (o-toluidine), CCN(C(C)C)C(C)C (DIEA). Run in C(Cl)Cl (DCM), C(Cl)Cl (DCM). The product is ClC1=CC(=NC=N1)C(=O)NC1=C(C=CC=C1)C (6-chloro-N-(2-methylphenyl)pyrimidine-4-carboxamide). Reaction SMILES: [Cl:1][C:2]1[N:7]=[CH:6][N:5]=[C:4]([C:8](Cl)=[O:9])[CH:3]=1.[NH2:11][C:12]1[C:13]([CH3:18])=[CH:14][CH:15]=[CH:16][CH:17]=1.CCN(C(C)C)C(C)C>C(Cl)Cl>[Cl:1][C:2]1[N:7]=[CH:6][N:5]=[C:4]([C:8]([NH:11][C:12]2[CH:17]=[CH:16][CH:15]=[CH:14][C:13]=2[CH3:18])=[O:9])[CH:3]=1. Reported procedure: A cooled (0° C.) solution of 6-chloropyrimidine-4-carbonyl chloride (26.76 g; 151 mmol), obtained as described above for Intermediate 7 step 1, in anhydrous DCM (270 ml) was treated dropwise over 25 minutes with a solution of o-toluidine (13.6 ml; 126.0 mmol) and DIEA (43.4 ml; 252 mmol) in anhydrous DCM (100 mL). At the end of addition, the reaction mixture was washed with water then brine, dried over MgSO4, filtered and dried under vacuum to afford the title compound used without further purif... Starting materials: Cn1cc(Br)cc(Br)c1=O, O=C([O-])[O-], C1COCCO1, COc1cc(N)n[nH]1, CCOC(C)=O, O=C(C=Cc1ccccc1)C=Cc1ccccc1, O=C(C=Cc1ccccc1)C=Cc1ccccc1, O=C(C=Cc1ccccc1)C=Cc1ccccc1, [Cs+], [Cs+], O, [Pd], [Pd]. Yields the product COc1cc(Nc2cc(Br)cn(C)c2=O)n[nH]1. Reaction SMILES: [Br:9][c:10]1[c:11](=[O:18])[n:12]([CH3:17])[cH:13][c:14]([Br:16])[cH:15]1.[C:19](=[O:20])([O-:21])[O-:22].[CH2:26]1[O:27][CH2:28][CH2:29][O:30][CH2:31]1.[CH3:1][O:2][c:3]1[cH:4][c:5]([NH2:8])[n:6][nH:7]1.[CH3:88][CH2:89][O:90][C:91]([CH3:92])=[O:93].[CH:34](=[CH:35][C:36]([CH:37]=[CH:38][c:39]1[cH:40][cH:41][cH:42][cH:43][cH:44]1)=[O:45])[c:46]1[cH:47][cH:48][cH:49][cH:50][cH:51]1.[CH:52](=[CH:53][C:54]([CH:55]=[CH:56][c:57]1[cH:58][cH:59][cH:60][cH:61][cH:62]1)=[O:63])[c:64]1[cH:65][cH:66][cH:67][cH:68][cH:69]1.[CH:70](=[CH:71][C:72]([CH:73]=[CH:74][c:75]1[cH:76][cH:77][cH:78][cH:79][cH:80]1)=[O:81])[c:82]1[cH:83][cH:84][cH:85][cH:86][cH:87]1.[Cs+:23].[Cs+:24].[OH2:25].[Pd:32].[Pd:33]>>[CH3:1][O:2][c:3]1[cH:4][c:5]([NH:8][c:10]2[c:11](=[O:18])[n:12]([CH3:17])[cH:13][c:14]([Br:16])[cH:15]2)[n:6][nH:7]1.